Dataset: the Open Reaction Database (ORD), a public repository of structured organic reaction records. Task: describe an organic reaction: reactants, conditions, products, and yield Reactants: CN1CCCC1=O, O=P(Cl)(Cl)Cl, O=c1c(S(=O)(=O)O)cc2cccc3nc4c5ccccc5cn4c1c23, O=C(O)c1ccc(S(=O)(=O)O)cc1C(=O)O, Cc1ccccc1C. The product is O=S(=O)(O)Cl, O=c1ccc2cccc3nc4c5ccccc5cn4c1c23. RXN SMILES: [CH3:47][N:48]1[CH2:49][CH2:50][CH2:51][C:52]1=[O:53].[P:42]([Cl:43])([Cl:44])([Cl:45])=[O:46].[S:1](=[O:2])(=[O:3])([OH:4])[c:5]1[c:6](=[O:25])[c:7]2[n:8]3[cH:9][c:10]4[cH:11][cH:12][cH:13][cH:14][c:15]4[c:16]3[n:17][c:18]3[cH:19][cH:20][cH:21][c:22]([cH:23]1)[c:24]23.[S:26]([c:27]1[cH:28][c:29]([C:30]([OH:31])=[O:32])[c:33]([C:36]([OH:37])=[O:38])[cH:34][cH:35]1)([OH:39])(=[O:40])=[O:41].[c:54]1([CH3:55])[c:56]([CH3:57])[cH:58][cH:59][cH:60][cH:61]1>>[S:1](=[O:2])(=[O:3])([OH:4])[Cl:44].[cH:5]1[c:6](=[O:25])[c:7]2[n:8]3[cH:9][c:10]4[cH:11][cH:12][cH:13][cH:14][c:15]4[c:16]3[n:17][c:18]3[cH:19][cH:20][cH:21][c:22]([cH:23]1)[c:24]23. Starting materials: CC1=C2[C@H](C(=O)[C@@]3([C@H](C[C@@H]4[C@]([C@H]3[C@@H]([C@@](C2(C)C)(C[C@@H]1O)O)OC(=O)C=5C=CC=CC5)(CO4)OC(=O)C)O)C)OC(=O)C (Baccatin III). Solvent: O (water). Product: CC1=C2[C@H](C(=O)[C@@]3([C@@H](C[C@@H]4[C@]([C@H]3[C@@H]([C@@](C2(C)C)(C[C@@H]1O)O)OC(=O)C5=CC=CC=C5)(CO4)OC(=O)C)O)C)O (7-epi-10-DAB). Reaction SMILES: [CH3:1][C:2]1[C@@H:19]([OH:20])[CH2:18][C@:14]2([OH:21])[C:15]([CH3:17])([CH3:16])[C:3]=1[C@@H:4]([O:39]C(C)=O)[C:5]([C@@:7]1([CH3:38])[C@H:12]([C@@H:13]2[O:22][C:23]([C:25]2[CH:26]=[CH:27][CH:28]=[CH:29][CH:30]=2)=[O:24])[C@:11]2([O:33][C:34]([CH3:36])=[O:35])[CH2:31][O:32][C@@H:10]2[CH2:9][C@@H:8]1[OH:37])=[O:6]>O>[CH3:1][C:2]1[C@@H:19]([OH:20])[CH2:18][C@:14]2([OH:21])[C:15]([CH3:16])([CH3:17])[C:3]=1[C@@H:4]([OH:39])[C:5]([C@@:7]1([CH3:38])[C@H:12]([C@@H:13]2[O:22][C:23]([C:25]2[CH:26]=[CH:27][CH:28]=[CH:29][CH:30]=2)=[O:24])[C@:11]2([O:33][C:34]([CH3:36])=[O:35])[CH2:31][O:32][C@@H:10]2[CH2:9][C@H:8]1[OH:37])=[O:6]. Procedure: When Baccatin III was used as the starting material the reaction using water as the solvent also proceeds to the 10-DAB product; however, with a prolonged reaction time the yield is low and the 7-epi-10-DAB was formed in considerable amounts. Reaction SMILES: [Br:10][Mg:11][c:12]1[cH:13][cH:14][cH:15][cH:16][cH:17]1.[Cl-:18].[Cl:1][c:2]1[n:3][cH:4][c:5]([CH:6]=[O:7])[cH:8][cH:9]1.[NH4+:19].[O:20]1[CH2:21][CH2:22][CH2:23][CH2:24]1>>[Cl:1][c:2]1[n:3][cH:4][c:5]([CH:6]([OH:7])[c:12]2[cH:13][cH:14][cH:15][cH:16][cH:17]2)[cH:8][cH:9]1. The product is OC(c1ccccc1)c1ccc(Cl)nc1. Reactants: Br[Mg]c1ccccc1, [Cl-], O=Cc1ccc(Cl)nc1, [NH4+], C1CCOC1. Reactants: N1([C@H](C(=O)N[C@@H](CC2=CNC=N2)C(=O)N2[C@H](C(=O)N[C@@H](CC3=CC=CC=C3)C(=O)N[C@@H](CC3=CNC=N3)C(=O)O)CCC2)CCC1)C(=O)OC(C)(C)C (Boc-Pro-His-Pro-Phe-His-OH), N[C@@H](CC(C)C)[C@@H](O)CC(=O)N[C@@H]([C@@H](C)CC)C(=O)N[C@@H](CC1=CNC=N1)C(=O)N[C@@H](CCCCNC(=O)OC(C)(C)C)C(=O)OC (H-Sta-Ile-His-Lys(Boc)-OMe), C1C2C=CC1C3C2C(=O)N(C3=O)O (HONB), C1CCC(CC1)N=C=NC2CCCCC2 (DCCI). Solvent: CN(C)C=O (DMF). Run at time 5 hour. The product is N1([C@H](C(=O)N[C@@H](CC2=CNC=N2)C(=O)N2[C@H](C(=O)N[C@@H](CC3=CC=CC=C3)C(=O)N[C@@H](CC3=CNC=N3)C(=O)N[C@@H](CC(C)C)[C@@H](O)CC(=O)N[C@@H]([C@@H](C)CC)C(=O)N[C@@H](CC3=CNC=N3)C(=O)N[C@@H](CCCCNC(=O)OC(C)(C)C)C(=O)OC)CCC2)CCC1)C(=O)OC(C)(C)C (Boc-Pro-His-Pro-Phe-His-Sta-Ile-His-Lys(Boc)-OMe). RXN SMILES: [N:1]1([C:47]([O:49][C:50]([CH3:53])([CH3:52])[CH3:51])=[O:48])[CH2:46][CH2:45][CH2:44][C@H:2]1[C:3]([NH:5][C@H:6]([C:13]([N:15]1[CH2:43][CH2:42][CH2:41][C@H:16]1[C:17]([NH:19][C@H:20]([C:28]([NH:30][C@H:31]([C:38](O)=[O:39])[CH2:32][C:33]1[N:37]=[CH:36][NH:35][CH:34]=1)=[O:29])[CH2:21][C:22]1[CH:27]=[CH:26][CH:25]=[CH:24][CH:23]=1)=[O:18])=[O:14])[CH2:7][C:8]1[N:12]=[CH:11][NH:10][CH:9]=1)=[O:4].[NH2:54][C@H:55]([C@H:60]([CH2:62][C:63]([NH:65][C@H:66]([C:71]([NH:73][C@H:74]([C:81]([NH:83][C@H:84]([C:97]([O:99][CH3:100])=[O:98])[CH2:85][CH2:86][CH2:87][CH2:88][NH:89][C:90]([O:92][C:93]([CH3:96])([CH3:95])[CH3:94])=[O:91])=[O:82])[CH2:75][C:76]1[N:80]=[CH:79][NH:78][CH:77]=1)=[O:72])[C@H:67]([CH2:69][CH3:70])[CH3:68])=[O:64])[OH:61])[CH2:56][CH:57]([CH3:59])[CH3:58].C1C2C3C(=O)N(O)C(=O)C3C1C=C2.C1CCC(N=C=NC2CCCCC2)CC1>CN(C=O)C>[N:1]1([C:47]([O:49][C:50]([CH3:53])([CH3:52])[CH3:51])=[O:48])[CH2:46][CH2:45][CH2:44][C@H:2]1[C:3]([NH:5][C@H:6]([C:13]([N:15]1[CH2:43][CH2:42][CH2:41][C@H:16]1[C:17]([NH:19][C@H:20]([C:28]([NH:30][C@H:31]([C:38]([NH:54][C@H:55]([C@H:60]([CH2:62][C:63]([NH:65][C@H:66]([C:71]([NH:73][C@H:74]([C:81]([NH:83][C@H:84]([C:97]([O:99][CH3:100])=[O:98])[CH2:85][CH2:86][CH2:87][CH2:88][NH:89][C:90]([O:92][C:93]([CH3:96])([CH3:95])[CH3:94])=[O:91])=[O:82])[CH2:75][C:76]1[N:80]=[CH:79][NH:78][CH:77]=1)=[O:72])[C@H:67]([CH2:69][CH3:70])[CH3:68])=[O:64])[OH:61])[CH2:56][CH:57]([CH3:58])[CH3:59])=[O:39])[CH2:32][C:33]1[N:37]=[CH:36][NH:35][CH:34]=1)=[O:29])[CH2:21][C:22]1[CH:23]=[CH:24][CH:25]=[CH:26][CH:27]=1)=[O:18])=[O:14])[CH2:7][C:8]1[N:12]=[CH:11][NH:10][CH:9]=1)=[O:4]. Reported procedure: 480 mg of Boc-Pro-His-Pro-Phe-His-OH (for manufacture see Example 1, stage 1.9), 340 mg of H-Sta-Ile-His-Lys(Boc)-OMe and 150 mg of HONB are dissolved, while heating, in 3.5 ml of DMF. After cooling to 0°, 170 mg of DCCI are added, whereupon stirring is carried out for 5 hours at 0° and the whole is left to stand at room temperature for 20 hours. The condensation product is precipitated by the addition of 35 ml of diisopropyl ether and filtered off. It is purified by Craig partitioning over 1000...